Dataset: the Open Reaction Database (ORD), a public repository of structured organic reaction records. Task: describe an organic reaction: reactants, conditions, products, and yield Conditions: time 8 hour. Yields the product C1=C(C=CC2=CC=CC=C12)NC=1SC(=C(N1)C(=O)OCC)NC(=O)C1=CSC=C1 (ethyl 2-(naphthalen-2-ylamino)-5-(thiophene-3-carboxamido)thiazole-4-carboxylate). The solvent is N1=CC=CC=C1 (pyridine). Isolated yield 40.6%. The reactants are NC1=C(N=C(S1)NC1=CC2=CC=CC=C2C=C1)C(=O)OCC (ethyl 5-amino-2-(naphthalen-2-ylamino)thiazole-4-carboxylate), S1C=C(C=C1)C(=O)Cl (3-thiophene carbonyl chloride). Procedure details: To a solution of ethyl 5-amino-2-(naphthalen-2-ylamino)thiazole-4-carboxylate (100 mg, 0.32 mmol) in pyridine (3 mL) was added 3-thiophene carbonyl chloride (61 mg, 0.42 mmol) at 0° C. The mixture was allowed to warm to rt and stirred overnight. The reaction was quenched with ice-water, and the mixture was extracted with EtOAc. The organic layer was washed with water, and dried over Na2SO4. The solvent was evaporated, and the resulting solids were collected and washed with EtOAc to give 55 mg (4... Reaction SMILES: [NH2:1][C:2]1[S:6][C:5]([NH:7][C:8]2[CH:17]=[CH:16][C:15]3[C:10](=[CH:11][CH:12]=[CH:13][CH:14]=3)[CH:9]=2)=[N:4][C:3]=1[C:18]([O:20][CH2:21][CH3:22])=[O:19].[S:23]1[CH:27]=[CH:26][C:25]([C:28](Cl)=[O:29])=[CH:24]1>N1C=CC=CC=1>[CH:9]1[C:10]2[C:15](=[CH:14][CH:13]=[CH:12][CH:11]=2)[CH:16]=[CH:17][C:8]=1[NH:7][C:5]1[S:6][C:2]([NH:1][C:28]([C:25]2[CH:26]=[CH:27][S:23][CH:24]=2)=[O:29])=[C:3]([C:18]([O:20][CH2:21][CH3:22])=[O:19])[N:4]=1. Starting materials: S(=O)=O (sulfur dioxide), C(C)(C)(C)C=1C=C(C=CC1Cl)N (3-tert-butyl-4-chloro-phenylamine), N(=O)[O-].[Na+] (sodium nitrite), Cl (hydrochloric acid). Reagents/catalysts: [Cu]Cl (copper(I) chloride). Solvent: hexanes, C(C)(=O)O (acetic acid), C(C)(=O)O (acetic acid), O (water). Product: C(C)(C)(C)C=1C=C(C=CC1Cl)S(=O)(=O)Cl (3-tert-Butyl-4-chloro-benzenesulfonyl chloride). RXN SMILES: [S:1](=[O:3])=[O:2].[C:4]([C:8]1[CH:9]=[C:10](N)[CH:11]=[CH:12][C:13]=1[Cl:14])([CH3:7])([CH3:6])[CH3:5].N([O-])=O.[Na+].[ClH:20]>C(O)(=O)C.O.[Cu]Cl>[C:4]([C:8]1[CH:9]=[C:10]([S:1]([Cl:20])(=[O:3])=[O:2])[CH:11]=[CH:12][C:13]=1[Cl:14])([CH3:7])([CH3:6])[CH3:5] |f:2.3|. Procedure details: Amounts used: 10 mL of acetic acid was saturated with sulfur dioxide, 220 mg of copper(I) chloride, 1.5 g (8.20 mmol) of 3-tert-butyl-4-chloro-phenylamine dissolved in a mixture of 3 mL of acetic acid and 3 mL of concentrated hydrochloric acid, 0.622 g of sodium nitrite in 3 mL of water. Flash chromatography on silica using 0-15% ethyl acetate in hexanes afforded 0.42 g of the product as a white solid. LC-MSD spectrum not observed. Reactants: [BH4-], CCCCN, CO, CN1C(=O)C(c2ccc(OC(F)F)cc2)(c2cccc(C=O)c2)N=C1N, [Na+], [Na+], [OH-]. The product is CCCCNCc1cccc(C2(c3ccc(OC(F)F)cc3)N=C(N)N(C)C2=O)c1. Reaction SMILES: [BH4-:32].[CH2:27]([CH2:28][CH2:29][CH3:30])[NH2:31].[CH3:36][OH:37].[NH2:1][C:2]1=[N:6][C:5]([c:7]2[cH:8][cH:9][c:10]([O:13][CH:14]([F:15])[F:16])[cH:11][cH:12]2)([c:17]2[cH:18][c:19]([CH:20]=[O:21])[cH:22][cH:23][cH:24]2)[C:4](=[O:25])[N:3]1[CH3:26].[Na+:33].[Na+:35].[OH-:34]>>[NH2:1][C:2]1=[N:6][C:5]([c:7]2[cH:8][cH:9][c:10]([O:13][CH:14]([F:15])[F:16])[cH:11][cH:12]2)([c:17]2[cH:18][c:19]([CH2:20][NH:31][CH2:27][CH2:28][CH2:29][CH3:30])[cH:22][cH:23][cH:24]2)[C:4](=[O:25])[N:3]1[CH3:26].